This data is from the Open Reaction Database (ORD), a public repository of structured organic reaction records. The task is: describe an organic reaction: reactants, conditions, products, and yield Yields the product CC1(OC2=C(CO1)C=C(C(=C2C)C)O)C (2,2,7,8-tetramethyl-4H-benzo[1,3]dioxin-6-ol). Reported procedure: To a solution of 6-benzyloxy-2,2,7,8-tetramethyl-4H-benzo[1,3]dioxine (86 mg, 0.29 mmol) in 10 mL EtOH was added Pd/C (15 mg, 10%). It was stirred in a hydrogen atmosphere for 1.5 h and filtered. The solution was concentrated and the crude product was purified on silicagel column chromatography to afford 2,2,7,8-tetramethyl-4H-benzo[1,3]dioxin-6-ol as a white solid (54 mg). 1H-NMR (CDCl3, 300 MHz) δ (ppm): 6.28 (s, 1H), 4.77 (s, 1H), 4.76 (s, 2 H), 2.17 (s, 3H), 2.13 (s, 1H), 1.55 (s, 3H), 1.54 ... The reactants are C(C1=CC=CC=C1)OC=1C(=C(C2=C(COC(O2)(C)C)C1)C)C (6-benzyloxy-2,2,7,8-tetramethyl-4H-benzo[1,3]dioxine), [H][H] (hydrogen). Reagents/catalysts: [Pd] (Pd/C). RXN SMILES: C([O:8][C:9]1[C:10]([CH3:22])=[C:11]([CH3:21])[C:12]2[O:17][C:16]([CH3:19])([CH3:18])[O:15][CH2:14][C:13]=2[CH:20]=1)C1C=CC=CC=1.[H][H]>CCO.[Pd]>[CH3:18][C:16]1([CH3:19])[O:15][CH2:14][C:13]2[CH:20]=[C:9]([OH:8])[C:10]([CH3:22])=[C:11]([CH3:21])[C:12]=2[O:17]1. The yield is 89.4%. The solvent is CCO (EtOH). The reactants are COC(C(C1=CC=C(C=C1)OCCCCSC1=CC2=CC=CC=C2C=C1)=O)=O (4-[[4-(2-naphthalenylthio)butyl]oxy]-alpha-oxobenzeneacetic acid methyl ester), [OH-].[Na+] (sodium hydroxide). Solvent: CO (methanol), CC(=O)C (acetone). Yields the product C1=C(C=CC2=CC=CC=C12)SCCCCOC1=CC=C(C=C1)C(C(=O)O)=O (4-[[4-(2-naphthalenylthio) butyl]oxy]-alpha-oxobenzeneacetic acid). Isolated yield 93.9%. RXN SMILES: C[O:2][C:3](=[O:28])[C:4](=[O:27])[C:5]1[CH:10]=[CH:9][C:8]([O:11][CH2:12][CH2:13][CH2:14][CH2:15][S:16][C:17]2[CH:26]=[CH:25][C:24]3[C:19](=[CH:20][CH:21]=[CH:22][CH:23]=3)[CH:18]=2)=[CH:7][CH:6]=1.[OH-].[Na+]>CO.CC(C)=O>[CH:18]1[C:19]2[C:24](=[CH:23][CH:22]=[CH:21][CH:20]=2)[CH:25]=[CH:26][C:17]=1[S:16][CH2:15][CH2:14][CH2:13][CH2:12][O:11][C:8]1[CH:7]=[CH:6][C:5]([C:4](=[O:27])[C:3]([OH:28])=[O:2])=[CH:10][CH:9]=1 |f:1.2|. Procedure details: A mixture of 4-[[4-(2-naphthalenylthio)butyl]oxy]-alpha-oxobenzeneacetic acid methyl ester (0.53 g) in methanol (5 mL), acetone (2 mL), and 0.5N sodium hydroxide (4 mL) was treated as in Example 19. Extraction with dichloromethane provided material which was crystallized from diethyl ether-hexane to give 0.48 g of colorless 4-[[4-(2-naphthalenylthio) butyl]oxy]-alpha-oxobenzeneacetic acid, mp 113°-115° C. RXN SMILES: [C:1](#[N:2])[c:3]1[c:4](-[c:9]2[cH:10][c:11]([F:41])[c:12]([CH2:15][c:16]3[c:17]([CH2:38][CH2:39][CH3:40])[n:18][c:19]([CH3:37])[n:20](-[c:23]4[cH:24][cH:25][c:26]([O:27][C:28]([C:29](=[O:30])[O:31][CH3:32])([CH3:33])[CH3:34])[cH:35][cH:36]4)[c:21]3=[O:22])[cH:13][cH:14]2)[cH:5][cH:6][cH:7][cH:8]1.[CH3:42][CH2:43][O:44][C:45](=[O:46])[CH3:47].[O:49]1[CH2:50][CH2:51][CH2:52][CH2:53]1.[OH2:48]>>[C:1](#[N:2])[c:3]1[c:4](-[c:9]2[cH:10][c:11]([F:41])[c:12]([CH2:15][c:16]3[c:17]([CH2:38][CH2:39][CH3:40])[n:18][c:19]([CH3:37])[n:20](-[c:23]4[cH:24][cH:25][c:26]([O:27][C:28]([CH2:29][OH:30])([CH3:33])[CH3:34])[cH:35][cH:36]4)[c:21]3=[O:22])[cH:13][cH:14]2)[cH:5][cH:6][cH:7][cH:8]1. Reactants: CCCc1nc(C)n(-c2ccc(OC(C)(C)C(=O)OC)cc2)c(=O)c1Cc1ccc(-c2ccccc2C#N)cc1F, CCOC(C)=O, C1CCOC1, O. The product is CCCc1nc(C)n(-c2ccc(OC(C)(C)CO)cc2)c(=O)c1Cc1ccc(-c2ccccc2C#N)cc1F. Starting materials: CO, O=Cc1ccccc1, NNC(=O)c1ccc(C(F)(F)F)cc1, O=S(=O)(O)O. Yields the product O=C(NN=Cc1ccccc1)c1ccc(C(F)(F)F)cc1. As a reaction SMILES: [CH3:28][OH:29].[CH:15](=[O:16])[c:17]1[cH:18][cH:19][cH:20][cH:21][cH:22]1.[F:1][C:2]([c:3]1[cH:4][cH:5][c:6]([C:7](=[O:8])[NH:9][NH2:10])[cH:11][cH:12]1)([F:13])[F:14].[S:23](=[O:24])(=[O:25])([OH:26])[OH:27]>>[F:1][C:2]([c:3]1[cH:4][cH:5][c:6]([C:7](=[O:8])[NH:9][N:10]=[CH:15][c:17]2[cH:18][cH:19][cH:20][cH:21][cH:22]2)[cH:11][cH:12]1)([F:13])[F:14]. The reactants are ClC1=C(C=NC=C1)CC1=CC=C(C=C1)OC (4-Chloro-3-(4-methoxybenzyl)pyridine), ClC=1C=C(C(=O)OO)C=CC1 (m-chloroperoxybenzoic acid). The product is ClC1=C(C=[N+](C=C1)[O-])CC1=CC=C(C=C1)OC (4-Chloro-3-(4-methoxybenzyl)pyridine-N-oxide). Reaction SMILES: [Cl:1][C:2]1[CH:7]=[CH:6][N:5]=[CH:4][C:3]=1[CH2:8][C:9]1[CH:14]=[CH:13][C:12]([O:15][CH3:16])=[CH:11][CH:10]=1.ClC1C=C(C=CC=1)C(OO)=[O:22]>>[Cl:1][C:2]1[CH:7]=[CH:6][N+:5]([O-:22])=[CH:4][C:3]=1[CH2:8][C:9]1[CH:14]=[CH:13][C:12]([O:15][CH3:16])=[CH:11][CH:10]=1. Procedure: The product of step A is oxidized to the title compound with m-chloroperoxybenzoic acid (1.1 molar equivalents).